Dataset: the Open Reaction Database (ORD), a public repository of structured organic reaction records. Task: describe an organic reaction: reactants, conditions, products, and yield Reactants: C1(CC1)S(=O)(=O)C1=CC=C(C=C1)C(CC1CCOCC1)C1=CC=C(N1)C1=CC=C(C=N1)C=O (6-(5-{1-[4-(cyclopropylsulfonyl)phenyl]-2-(tetrahydro-2H-pyran-4-yl)ethyl}-1H-pyrrol-2-yl)pyridine-3-carbaldehyde), C(C)(=O)N1C[C@@H](NCC1)C ((3S)-1-acetyl-3-methylpiperazine), C(C)(=O)O[BH-](OC(C)=O)OC(C)=O.[Na+] (sodium triacetoxyborohydride). Run in C(C)(=O)OCC (ethyl acetate), ClCCCl (1,2-dichloroethane). Reaction conditions: time 30 minute. Yields the product C(C)(=O)N1C[C@@H](N(CC1)CC=1C=NC(=CC1)C=1NC(=CC1)C(CC1CCOCC1)C1=CC=C(C=C1)S(=O)(=O)C1CC1)C ((2S)-4-acetyl-1-{[6-(5-{1-[4-(cyclopropylsulfonyl)phenyl]-2-(tetrahydro-2H-pyran-4-yl)ethyl}-1H-pyrrol-2-yl)pyridin-3-yl]methyl}-2-methylpiperazine). Isolated yield 72.3%. As a reaction SMILES: [CH:1]1([S:4]([C:7]2[CH:12]=[CH:11][C:10]([CH:13]([C:21]3[NH:25][C:24]([C:26]4[N:31]=[CH:30][C:29]([CH:32]=O)=[CH:28][CH:27]=4)=[CH:23][CH:22]=3)[CH2:14][CH:15]3[CH2:20][CH2:19][O:18][CH2:17][CH2:16]3)=[CH:9][CH:8]=2)(=[O:6])=[O:5])[CH2:3][CH2:2]1.[C:34]([N:37]1[CH2:42][CH2:41][NH:40][C@@H:39]([CH3:43])[CH2:38]1)(=[O:36])[CH3:35].C(O[BH-](OC(=O)C)OC(=O)C)(=O)C.[Na+]>ClCCCl.C(OCC)(=O)C>[C:34]([N:37]1[CH2:42][CH2:41][N:40]([CH2:32][C:29]2[CH:30]=[N:31][C:26]([C:24]3[NH:25][C:21]([CH:13]([C:10]4[CH:9]=[CH:8][C:7]([S:4]([CH:1]5[CH2:3][CH2:2]5)(=[O:6])=[O:5])=[CH:12][CH:11]=4)[CH2:14][CH:15]4[CH2:16][CH2:17][O:18][CH2:19][CH2:20]4)=[CH:22][CH:23]=3)=[CH:27][CH:28]=2)[C@@H:39]([CH3:43])[CH2:38]1)(=[O:36])[CH3:35] |f:2.3|. Reported procedure: To a solution of 6-(5-{1-[4-(cyclopropylsulfonyl)phenyl]-2-(tetrahydro-2H-pyran-4-yl)ethyl}-1H-pyrrol-2-yl)pyridine-3-carbaldehyde (200 mg) in 1,2-dichloroethane (3 mL) was added (3S)-1-acetyl-3-methylpiperazine (140 mg), and the mixture was stirred at room temperature for 30 min. To the reaction mixture was added sodium triacetoxyborohydride (273 mg), and the mixture was stirred at room temperature for 3 hr. The reaction mixture was diluted with ethyl acetate, washed with saturated aqueous sodi... The reactants are BrC1=CC=C(CN(C2=CC=C(C=C2)[N+](=O)[O-])N2C=NN=C2)C=C1 (4-[N-(4-bromobenzyl)-N-(4-nitrophenyl) amino]-4H-1,2,4-triazole), [H][H] (hydrogen). The reagents and catalysts are [Ni] (Raney nickel). Run in C(C)O (ethanol). The product is NC1=CC=C(C=C1)N(CC1=CC=C(C=C1)Br)N1C=NN=C1 (4-[N-(4-aminophenyl)-N-(4-bromobenzyl)amino]-4H-1,2,4-triazole). Isolated yield 32.0%. RXN SMILES: [Br:1][C:2]1[CH:23]=[CH:22][C:5]([CH2:6][N:7]([N:17]2[CH:21]=[N:20][N:19]=[CH:18]2)[C:8]2[CH:13]=[CH:12][C:11]([N+:14]([O-])=O)=[CH:10][CH:9]=2)=[CH:4][CH:3]=1.[H][H]>[Ni].C(O)C>[NH2:14][C:11]1[CH:12]=[CH:13][C:8]([N:7]([N:17]2[CH:18]=[N:19][N:20]=[CH:21]2)[CH2:6][C:5]2[CH:4]=[CH:3][C:2]([Br:1])=[CH:23][CH:22]=2)=[CH:9][CH:10]=1. Procedure details: A catalytic amount of Raney nickel was added to 50 ml of an ethanol solution containing 3.74 g of 4-[N-(4-bromobenzyl)-N-(4-nitrophenyl) amino]-4H-1,2,4-triazole, and the mixture was stirred for about 2 hours in the presence of hydrogen gas at room temperature. After the catalyst was removed by filtration, the resulting filtrate was concentrated under reduced pressure and the residue was purified by silica gel column chromatography to give 1.1 g of 4-[N-(4-aminophenyl)-N-(4-bromobenzyl)amino]-4H... The reactants are [Si](C1=CC=CC=C1)(C1=CC=CC=C1)(C(C)(C)C)OC1=CC=C(C=C1)C1=NC=C(C=C1Cl)OCCCCCCCC (2-(4-tert-butyldiphenylsilyloxyphenyl)-3-chloro-5-octyloxypyridine), [F-].C(CCC)[N+](CCCC)(CCCC)CCCC (tetrabutylammonium fluoride), [Cl-].[Na+] (sodium chloride). Run in O1CCCC1 (tetrahydrofuran), O1CCCC1 (tetrahydrofuran). Product: ClC=1C(=NC=C(C1)OCCCCCCCC)C1=CC=C(C=C1)O (3-chloro-2-(4-hydroxyphenyl)-5-octyloxypyridine). Isolated yield 80.9%. Reaction SMILES: [Si]([O:18][C:19]1[CH:24]=[CH:23][C:22]([C:25]2[C:30]([Cl:31])=[CH:29][C:28]([O:32][CH2:33][CH2:34][CH2:35][CH2:36][CH2:37][CH2:38][CH2:39][CH3:40])=[CH:27][N:26]=2)=[CH:21][CH:20]=1)(C(C)(C)C)(C1C=CC=CC=1)C1C=CC=CC=1.[F-].C([N+](CCCC)(CCCC)CCCC)CCC.[Cl-].[Na+]>O1CCCC1>[Cl:31][C:30]1[C:25]([C:22]2[CH:21]=[CH:20][C:19]([OH:18])=[CH:24][CH:23]=2)=[N:26][CH:27]=[C:28]([O:32][CH2:33][CH2:34][CH2:35][CH2:36][CH2:37][CH2:38][CH2:39][CH3:40])[CH:29]=1 |f:1.2,3.4|. Reported procedure: 4.30 g (8.00 mmol) of 2-(4-tert-butyldiphenylsilyloxyphenyl)-3-chloro-5-octyloxypyridine are stirred at room temperature for 2 hours with 16 ml of a 1-molar tetrabutylammonium fluoride solution in tetrahydrofuran in 50 ml of tetrahydrofuran. Agueous sodium chloride solution is subsequently added, the mixture is extracted with ether, the ether phase is washed with aqueous sodium chloride solution, dried over sodium sulfate and evaporated to dryness, and the product is purified by chromatography (... Reactants: ClC1=NC=C(C=C1[N+](=O)[O-])[N+](=O)[O-] (2-chloro-3,5-dinitropyridine), C(C)N1CCNCC1 (4-ethylpiperazine), ice water. Run in C1CCOC1 (THF). Reaction conditions: temperature 60 celsius. Product: C(C)N1CCN(CC1)C1=NC=C(C=C1[N+](=O)[O-])[N+](=O)[O-] ((4-ethylpiperazin-1-yl)-3,5-dinitropyridine). The yield is 120.9%. Reaction SMILES: Cl[C:2]1[C:7]([N+:8]([O-:10])=[O:9])=[CH:6][C:5]([N+:11]([O-:13])=[O:12])=[CH:4][N:3]=1.[CH2:14]([N:16]1[CH2:21][CH2:20][NH:19][CH2:18][CH2:17]1)[CH3:15]>C1COCC1>[CH2:14]([N:16]1[CH2:21][CH2:20][N:19]([C:2]2[C:7]([N+:8]([O-:10])=[O:9])=[CH:6][C:5]([N+:11]([O-:13])=[O:12])=[CH:4][N:3]=2)[CH2:18][CH2:17]1)[CH3:15]. Procedure details: 3 g (14.7 mmol) of 2-chloro-3,5-dinitropyridine, 20 ml of THF and 30 mmol of 4-ethylpiperazine were placed in a round-bottomed flask. The mixture was maintained at 60° C. for two hours with stirring and was then poured into a mixture of ice-water with stirring. The precipitate formed was filtered off by suction and dried under vacuum to constant weight. 5 g of yellow powder were obtained.